Dataset: the Open Reaction Database (ORD), a public repository of structured organic reaction records. Task: describe an organic reaction: reactants, conditions, products, and yield The reactants are P(OC(C)C)(OC(C)C)[O-] (diisopropyl phosphite), C=O (paraformaldehyde). Run in C(C)N(CC)CC (triethylamine). The product is crude product, OCP(OC(C)C)(OC(C)C)=O (diisopropyl hydroxymethylphosphonate). Isolated yield 67.5%. RXN SMILES: [P:1]([O-:10])([O:6][CH:7]([CH3:9])[CH3:8])[O:2][CH:3]([CH3:5])[CH3:4].[CH2:11]=[O:12]>C(N(CC)CC)C>[OH:12][CH2:11][P:1](=[O:10])([O:6][CH:7]([CH3:9])[CH3:8])[O:2][CH:3]([CH3:5])[CH3:4]. Procedure: 50.0 g of diisopropyl phosphite, 8.5 g of paraformaldehyde and 4.0 ml of triethylamine were reacted according to the method indicated in Example 1A). Chromatography of the crude product on silica gel (eluent: n-hexane/ethyl acetate 1:4) yielded 37.5 g of diisopropyl hydroxymethylphosphonate as an oil, which was reacted further without purification. The reactants are O=C1c2ccccc2C(=O)N1CCCCBr, CC#N, [K+], [K+], O=C([O-])[O-], O, COC(=O)c1cccc(O)c1. The product is COC(=O)c1cccc(OCCCCN2C(=O)c3ccccc3C2=O)c1. RXN SMILES: [Br:18][CH2:19][CH2:20][CH2:21][CH2:22][N:23]1[C:24](=[O:33])[c:25]2[c:26]([cH:29][cH:30][cH:31][cH:32]2)[C:27]1=[O:28].[CH3:35][C:36]#[N:37].[K+:12].[K+:13].[O-:14][C:15]([O-:16])=[O:17].[OH2:34].[OH:1][c:2]1[cH:3][c:4]([C:5](=[O:6])[O:7][CH3:8])[cH:9][cH:10][cH:11]1>>[O:1]([c:2]1[cH:3][c:4]([C:5](=[O:6])[O:7][CH3:8])[cH:9][cH:10][cH:11]1)[CH2:19][CH2:20][CH2:21][CH2:22][N:23]1[C:24](=[O:33])[c:25]2[c:26]([cH:29][cH:30][cH:31][cH:32]2)[C:27]1=[O:28]. Reactants: organoaluminum, C=CC (propylene), [H][H] (hydrogen), C=CC (propylene), (C2H5)2Al(OBu)0, above-obtained solid, C(=C)C1CCCCC1 (vinylcyclohexane). Solvent: CCCCCCC (n-heptane). Run at time 1 hour. Product: C(=C)C1CCCCC1.C=CC (vinyl-cyclohexane propylene). As a reaction SMILES: [CH:1]([CH:3]1[CH2:8][CH2:7][CH2:6][CH2:5][CH2:4]1)=[CH2:2].[CH2:9]=[CH:10][CH3:11].[H][H]>CCCCCCC>[CH:1]([CH:3]1[CH2:8][CH2:7][CH2:6][CH2:5][CH2:4]1)=[CH2:2].[CH2:9]=[CH:10][CH3:11] |f:4.5|. Procedure details: Subsequently, 1 of dehydration-purified n-heptane, 8.5 mmol of an organoaluminum compound of formula (C2H5)2Al(OBu)0.3 Cl0.7 (wherein OBu represents a butoxy group), 0.85 mmol of methyl toluylate, and 0.640 g of the above-obtained solid catalyst containing the vinylcyclohexane polymer were successively charged in a 3 l-volume SUS-made autoclave equipped with a stirrer whose atmosphere had been displaced with argon. Then, 50 g of propylene and hydrogen at a partial pressure of 1.5 atm. were added... The reactants are FC1=C2NCC(NC2=CC=C1)=O (5-Fluoro-3,4-dihydro-1H-quinoxalin-2-one), [H-].[Na+] (sodium hydride), BrCC(=O)OC(C)(C)C (tert-Butyl bromoacetate). Solvent: [Cl-].[Na+].O (Brine), C1CCOC1 (THF). Run at time 30 minute. Yields the product C(C)(C)(C)OC(CN1C(CNC2=C(C=CC=C12)F)=O)=O ((5 -Fluoro-2-oxo-3 ,4-dihydro-2H-quinoxalin-1-yl)acetic Acid Tert-Butyl Ester). As a reaction SMILES: [F:1][C:2]1[CH:11]=[CH:10][CH:9]=[C:8]2[C:3]=1[NH:4][CH2:5][C:6](=[O:12])[NH:7]2.[H-].[Na+].Br[CH2:16][C:17]([O:19][C:20]([CH3:23])([CH3:22])[CH3:21])=[O:18]>C1COCC1.[Cl-].[Na+].O>[C:20]([O:19][C:17](=[O:18])[CH2:16][N:7]1[C:8]2[C:3](=[C:2]([F:1])[CH:11]=[CH:10][CH:9]=2)[NH:4][CH2:5][C:6]1=[O:12])([CH3:23])([CH3:22])[CH3:21] |f:1.2,5.6.7|. Reported procedure: To a solution of 5-fluoro-3,4-dihydro-1H-quinoxalin-2-one from Example B (475 mg, 2.86 mmol) in THF (10 ml) was added sodium hydride (60%, 115 mg, 2.86 mg) while cooling in an ice/water bath. The mixture was allowed to warm to room temperature, stirred for 30 min and cooled in an ice/water bath. tert-Butyl bromoacetate (460 μl, 2.86 mmol) was added and the mixture was allowed to warm to room temperature slowly and stirred for 18 h. Brine was added and the mixture was evaporated in vacuo. The res... Reactants: O=C1CCC(=O)N1Br, CC(C)(C)OC(=O)N1CCN(c2cccc3[nH]ccc23)CC1, [Li]CCCC, C1CCOC1, C1CCCCC1, O. Yields the product CC(C)(C)OC(=O)N1CCN(c2cccc3[nH]cc(Br)c23)CC1. RXN SMILES: [Br:28][N:29]1[C:30](=[O:31])[CH2:32][CH2:33][C:34]1=[O:35].[C:1]([CH3:2])([CH3:3])([CH3:4])[O:5][C:6](=[O:7])[N:8]1[CH2:9][CH2:10][N:11]([c:14]2[c:15]3[cH:16][cH:17][nH:18][c:19]3[cH:20][cH:21][cH:22]2)[CH2:12][CH2:13]1.[CH2:23]([Li:24])[CH2:25][CH2:26][CH3:27].[CH2:36]1[O:37][CH2:38][CH2:39][CH2:40]1.[CH2:41]1[CH2:42][CH2:43][CH2:44][CH2:45][CH2:46]1.[OH2:47]>>[C:1]([CH3:2])([CH3:3])([CH3:4])[O:5][C:6](=[O:7])[N:8]1[CH2:9][CH2:10][N:11]([c:14]2[c:15]3[c:16]([Br:28])[cH:17][nH:18][c:19]3[cH:20][cH:21][cH:22]2)[CH2:12][CH2:13]1. The reactants are CCOC(C)=O, Cc1cc(O)ccc1N, CCCCCC, O=Cc1ccccc1O. The product is Cc1cc(O)ccc1N=Cc1ccccc1O. RXN SMILES: [CH3:19][CH2:20][O:21][C:22](=[O:23])[CH3:24].[CH3:1][c:2]1[cH:3][c:4]([OH:5])[cH:6][cH:7][c:8]1[NH2:9].[CH3:25][CH2:26][CH2:27][CH2:28][CH2:29][CH3:30].[CH:10](=[O:11])[c:12]1[cH:13][cH:14][cH:15][cH:16][c:17]1[OH:18]>>[CH3:1][c:2]1[cH:3][c:4]([OH:5])[cH:6][cH:7][c:8]1[N:9]=[CH:10][c:12]1[cH:13][cH:14][cH:15][cH:16][c:17]1[OH:18]. Reactants: C(C)(C)(C)C1=CC(=C(C=C1)C=1N([C@@H]([C@@H](N1)C1=CC=C(C=C1)Cl)C1=CC=C(C=C1)Cl)C(=O)Cl)OCC(F)(F)F ((4S,5R)-2-[4-tert-butyl-2-(2,2,2-trifluoro-ethoxy)-phenyl]-4,5-bis-(4-chloro-phenyl)-4,5-dihydro-imidazole-1-carbonyl chloride), N1C(CNCC1)=O (2-piperazinone). The product is C(C)(C)(C)C1=CC(=C(C=C1)C=1N([C@@H]([C@@H](N1)C1=CC=C(C=C1)Cl)C1=CC=C(C=C1)Cl)C(=O)N1CC(NCC1)=O)OCC(F)(F)F (4-[(4S,5R)-2-[4-tert-Butyl-2-(2,2,2-trifluoro-ethoxy)-phenyl]-4,5-bis-(4-chloro-phenyl)-4,5-dihydro-imidazole-1-carbonyl]-piperazin-2-one). RXN SMILES: [C:1]([C:5]1[CH:10]=[CH:9][C:8]([C:11]2[N:12]([C:30](Cl)=[O:31])[C@H:13]([C:23]3[CH:28]=[CH:27][C:26]([Cl:29])=[CH:25][CH:24]=3)[C@H:14]([C:16]3[CH:21]=[CH:20][C:19]([Cl:22])=[CH:18][CH:17]=3)[N:15]=2)=[C:7]([O:33][CH2:34][C:35]([F:38])([F:37])[F:36])[CH:6]=1)([CH3:4])([CH3:3])[CH3:2].[NH:39]1[CH2:44][CH2:43][NH:42][CH2:41][C:40]1=[O:45]>>[C:1]([C:5]1[CH:10]=[CH:9][C:8]([C:11]2[N:12]([C:30]([N:42]3[CH2:43][CH2:44][NH:39][C:40](=[O:45])[CH2:41]3)=[O:31])[C@H:13]([C:23]3[CH:28]=[CH:27][C:26]([Cl:29])=[CH:25][CH:24]=3)[C@H:14]([C:16]3[CH:17]=[CH:18][C:19]([Cl:22])=[CH:20][CH:21]=3)[N:15]=2)=[C:7]([O:33][CH2:34][C:35]([F:38])([F:36])[F:37])[CH:6]=1)([CH3:2])([CH3:3])[CH3:4]. Procedure: 4-[(4S,5R)-2-[4-tert-Butyl-2-(2,2,2-trifluoro-ethoxy)-phenyl]-4,5-bis-(4-chloro-phenyl)-4,5-dihydro-imidazole-1-carbonyl]-piperazin-2-one was prepared from (4S,5R)-2-[4-tert-butyl-2-(2,2,2-trifluoro-ethoxy)-phenyl]-4,5-bis-(4-chloro-phenyl)-4,5-dihydro-imidazole-1-carbonyl chloride (example 12l) and 2-piperazinone (Avocado Organics) in an analogous manner as described in example 25. LR-MS: 697.4 [(M+H)+]